describe an organic reaction: reactants, conditions, products, and yield From a dataset of the Open Reaction Database (ORD), a public repository of structured organic reaction records. Starting materials: C(CC(O)(C(=O)O)CC(=O)O)(=O)O (citric acid), [H-].[Na+] (sodium hydride), FC1=CC=C(C=C1)C1=NOC(=C1CO)C ([3-(4-Fluorophenyl)-5-methyl-isoxazol-4-yl]-methanol), ClC1=NC=C(C#N)C=C1 (6-chloronicotinonitrile). The solvent is O (water), C1CCOC1 (THF), C1CCOC1 (THF). Run at time 1 hour. The product is FC1=CC=C(C=C1)C1=NOC(=C1COC1=NC=C(C#N)C=C1)C (6-[3-(4-Fluoro-phenyl)-5-methyl-isoxazol-4-ylmethoxy]-nicotinonitrile). The yield is 97.5%. As a reaction SMILES: [H-].[Na+].[F:3][C:4]1[CH:9]=[CH:8][C:7]([C:10]2[C:14]([CH2:15][OH:16])=[C:13]([CH3:17])[O:12][N:11]=2)=[CH:6][CH:5]=1.Cl[C:19]1[CH:26]=[CH:25][C:22]([C:23]#[N:24])=[CH:21][N:20]=1.C(O)(=O)CC(CC(O)=O)(C(O)=O)O>C1COCC1.O>[F:3][C:4]1[CH:5]=[CH:6][C:7]([C:10]2[C:14]([CH2:15][O:16][C:19]3[CH:26]=[CH:25][C:22]([C:23]#[N:24])=[CH:21][N:20]=3)=[C:13]([CH3:17])[O:12][N:11]=2)=[CH:8][CH:9]=1 |f:0.1|. Reported procedure: To a suspension of sodium hydride (60% in mineral oil, 7.9 g, 181 mmol, 1.5 eq.) in THF (65 mL) was added within 30 minutes at room temperature a solution of [3-(4-Fluorophenyl)-5-methyl-isoxazol-4-yl]-methanol (25.0 g, 121 mmol) and 6-chloronicotinonitrile (16.7 g, 121 mmol) in THF (120 mL) and the resulting mixture was stirred for one hour. A solution of citric acid (18.5 g, 96.5 mmol) in water (185 mL) was added to the reaction mixture within 30 minutes. From the resulting THF/water mixture T... Starting materials: [Sn](Cl)Cl (tin dichloride), BrC1=C(N)C=C(C=C1)[N+](=O)[O-] (2-bromo-5-nitro-aniline), N(=O)[O-].[Na+] (sodium nitrite). The solvent is Cl (hydrochloric acid), Cl (hydrochloric acid), O (water). Conditions: temperature 0 celsius, time 1 hour. Yields the product BrC1=C(C=C(C=C1)[N+](=O)[O-])NN ((2-Bromo-5-nitrophenyl)-hydrazine). RXN SMILES: [Br:1][C:2]1[CH:8]=[CH:7][C:6]([N+:9]([O-:11])=[O:10])=[CH:5][C:3]=1[NH2:4].[N:12]([O-])=O.[Na+].[Sn](Cl)Cl>Cl.O>[Br:1][C:2]1[CH:8]=[CH:7][C:6]([N+:9]([O-:11])=[O:10])=[CH:5][C:3]=1[NH:4][NH2:12] |f:1.2|. Procedure: To 2-bromo-5-nitro-aniline (5 g) in conc hydrochloric acid (50 ml) at 0° C. was added a solution of sodium nitrite (1.45 g) in water (20 ml). After 1 h, a solution of tin dichloride (8.73 g) in conc hydrochloric acid (15 ml) was added. The reaction was stirred for 30 min at 0° C. and 1 h at room temperature. The resulting solid was filtered off and recrystalised from hot ethanol. Yield 2.9 g. Starting materials: CN1CCNCC1 (N-Methylpiperazine), ClC=1N=C(C2=C(N1)SC(=C2)C=O)N2CCOCC2 (2-chloro-4-morpholinothieno[2,3-d]pyrimidine-6-carbaldehyde). Yields the product ClC=1N=C(C2=C(N1)SC(=C2)CN2CCN(CC2)C)N2CCOCC2 (2-chloro-6-(4-methyl-piperazin-1-ylmethyl)-4-morpholin-4-yl-thieno[2,3-d]pyrimidine). Reaction SMILES: [CH3:1][N:2]1[CH2:7][CH2:6][NH:5][CH2:4][CH2:3]1.[Cl:8][C:9]1[N:10]=[C:11]([N:20]2[CH2:25][CH2:24][O:23][CH2:22][CH2:21]2)[C:12]2[CH:17]=[C:16]([CH:18]=O)[S:15][C:13]=2[N:14]=1>>[Cl:8][C:9]1[N:10]=[C:11]([N:20]2[CH2:25][CH2:24][O:23][CH2:22][CH2:21]2)[C:12]2[CH:17]=[C:16]([CH2:18][N:5]3[CH2:6][CH2:7][N:2]([CH3:1])[CH2:3][CH2:4]3)[S:15][C:13]=2[N:14]=1. Procedure: N-Methylpiperazine was reacted with 2-chloro-4-morpholinothieno[2,3-d]pyrimidine-6-carbaldehyde via General Procedure B-3. Purification on silica yielded 2-chloro-6-(4-methyl-piperazin-1-ylmethyl)-4-morpholin-4-yl-thieno[2,3-d]pyrimidine. Reaction conditions: time 21.5 hour. The reactants are CC1=NC(=CS1)/C=C(\C)/[C@@H]2C[C@H]3[C@H](O3)CCC[C@@H]([C@@H]([C@H](C(=O)C([C@H](CC(=O)O2)O)(C)C)C)O)C (epothilone A), CO (methanol). Procedure: The concentrated culture is transferred to a 4 liter bioreactor and a methanolic solution of 1 g of epothilone A in 10 ml of methanol is added. The culture is then cultured further for a period of time of 21.5 h. The temperature is 32° C., the stirrer speed is 455 rpm and the introduction of air takes place at 6 l/min. At the time of harvesting, 100 ml of XAD is added and the mixture is incubated further for 1 h. The XAD is separated from the cells by screening and exhaustively eluted with metha... RXN SMILES: [CH3:1][C:2]1[S:6][CH:5]=[C:4](/[CH:7]=[C:8](/[C@H:10]2[O:28][C:26](=[O:27])[CH2:25][C@H:24]([OH:29])[C:23]([CH3:31])([CH3:30])[C:21](=[O:22])[C@H:20]([CH3:32])[C@@H:19]([OH:33])[C@@H:18]([CH3:34])[CH2:17][CH2:16][CH2:15][C@H:13]3[O:14][C@H:12]3[CH2:11]2)\[CH3:9])[N:3]=1.C[OH:36]>>[CH3:34][C@@H:18]1[C@H:19]([OH:33])[C@@H:20]([CH3:32])[C:21](=[O:22])[C:23]([CH3:31])([CH3:30])[C@@H:24]([OH:29])[CH2:25][C:26](=[O:27])[O:28][C@H:10](/[C:8](/[CH3:9])=[CH:7]/[C:4]2[N:3]=[C:2]([CH2:1][OH:36])[S:6][CH:5]=2)[CH2:11][C@@H:12]2[O:14][C@@H:13]2[CH2:15][CH2:16][CH2:17]1. Yields the product C[C@H]1CCC[C@@H]2[C@@H](O2)C[C@H](OC(=O)C[C@@H](C(C(=O)[C@@H]([C@H]1O)C)(C)C)O)/C(=C/C3=CSC(=N3)CO)/C (Epothilone E). Reactants: FC1=CC=C(C=C1)CCN (2-(4-fluorophenyl)ethylamine), C(\C=C\CC)(=O)O (trans-2-pentenoic acid), ClC(=O)OCC(C)C (isobutyl chloroformate), CN1CCOCC1 (N-methylmorpholine). Run in O1CCCC1 (tetrahydrofuran), C(C)(=O)OCC (ethyl acetate), O1CCCC1 (tetrahydrofuran). Run at time 10 minute. The product is FC1=CC=C(C=C1)CCNC(\C=C\CC)=O (trans 2-pentenoic acid [2-(4-fluorophenyl)ethyl]amide). Isolated yield 69.3%. Reaction SMILES: [C:1]([OH:7])(=O)/[CH:2]=[CH:3]/[CH2:4][CH3:5].CN1CCOCC1.ClC(OCC(C)C)=O.[F:23][C:24]1[CH:29]=[CH:28][C:27]([CH2:30][CH2:31][NH2:32])=[CH:26][CH:25]=1>O1CCCC1.C(OCC)(=O)C>[F:23][C:24]1[CH:29]=[CH:28][C:27]([CH2:30][CH2:31][NH:32][C:1](=[O:7])/[CH:2]=[CH:3]/[CH2:4][CH3:5])=[CH:26][CH:25]=1. Procedure: A solution of trans-2-pentenoic acid (7.62 g, 76.2 mmol) in tetrahydrofuran (350 mL) was stirred at −15° C. and treated with N-methylmorpholine (8.37 mL, 76.2 mmol). After 10 minutes, isobutyl chloroformate (9.87 mL, 76.2 mmol) was added. After 10 minutes, a precipitate had formed. A solution of 2-(4-fluorophenyl)ethylamine (10.6 g, 76.2 mmol) in tetrahydrofuran (50 mL) was added slowly, and the mixture was stirred at room temperature, and the residue was dissolved in ethyl acetate. The then wit... Starting materials: OCC(C)(C)NC(C1=CC(=CC(=C1)C(F)(F)F)I)=O (N-(2-hydroxy-1,1-dimethylethyl)-3-iodo-5-(trifluromethyl)benzamide), S(=O)(Cl)Cl (thionyl chloride). Conditions: time 4 hour. The product is IC=1C=C(C=C(C1)C(F)(F)F)C=1OCC(N1)(C)C (2-[3-iodo-5-(trifluoromethyl)phenyl]-4,4-dimethyl-4,5-dihydrooxazole). Yield: 82.5%. As a reaction SMILES: O[CH2:2][C:3]([NH:6][C:7](=[O:19])[C:8]1[CH:13]=[C:12]([C:14]([F:17])([F:16])[F:15])[CH:11]=[C:10]([I:18])[CH:9]=1)([CH3:5])[CH3:4].S(Cl)(Cl)=O>>[I:18][C:10]1[CH:9]=[C:8]([C:7]2[O:19][CH2:2][C:3]([CH3:4])([CH3:5])[N:6]=2)[CH:13]=[C:12]([C:14]([F:15])([F:16])[F:17])[CH:11]=1. Procedure details: To N-(2-hydroxy-1,1-dimethylethyl)-3-iodo-5-(trifluromethyl)benzamide (2.11 g) was added thionyl chloride (1.29 ml), and the mixture was stirred at room temperature for 4 hours. The mixture was concentrated under reduced pressure, quenched with saturated aqueous sodium hydrogen carbonate solution, and extracted with ethyl acetate (X2). The combined extracts were dried over magnesium sulfate, evaporated, and purified with column chromatography (silica gel, ethyl acetate:hexane=2.5:97.5) to give 2... The reactants are S(O)(O)(=O)=O (Sulfuric acid), CC(C)=NO (acetone oxime), C(CCC)[Li] (n-butyl lithium), COC([C@H]1NC(CC1)=O)=O (pyroglutamic methyl ester), product. The solvent is O (water), C1CCOC1 (THF), C1CCOC1 (THF), hexanes. Conditions: time 1 hour. Product: CC1=NOC(=C1)[C@@H]1CCC(N1)=O (5(S)-(3-methyl-5-isoxazolyl)-2-pyrrolidinone). Yield: 46.0%. As a reaction SMILES: [CH3:1][C:2](=[N:4][OH:5])[CH3:3].C([Li])CCC.CO[C:13](=O)[C@@H:14]1[CH2:18][CH2:17][C:16](=[O:19])[NH:15]1.S(=O)(=O)(O)O>C1COCC1.O>[CH3:1][C:2]1[CH:3]=[C:13]([C@H:14]2[NH:15][C:16](=[O:19])[CH2:17][CH2:18]2)[O:5][N:4]=1. Procedure details: To a cooled (0°-5° C.) solution of acetone oxime (11.74 g, 160.8 mmol) in THF (200 mL) was slowly added n-butyl lithium (128.6 mL, 2.5M, 321.6 mmol) in hexanes. After being stirred at 0°-5° C. for one hour, a solution of pyroglutamic methyl ester (10.0 g, ~69.9 mmol, the product of step 13a)in THF (50 mL) was added. After stirring for 4 hr, the solution was allowed to slowly warm up to room temperature, and the stirring was continued for 16 hr. Sulfuric acid (35 g, 98%) was slowly added with coo... Starting materials: C1(CCCCC1)N(C(CCOCCC1=CC(=CC=C1)B1OC(C(O1)(C)C)(C)C)=O)CC(OC)OC (N-Cyclohexyl-N-(2,2-dimethoxyethyl)-3-(3-(4,4,5,5-tetramethyl-1,3,2-dioxaborolan-2-yl)phenethoxy)propanamide), C([O-])([O-])=O.[K+].[K+] (potassium carbonate), BrC=1N=C(N(C1)C)C (4-bromo-1,2-dimethyl-1H-imidazole). Reagents/catalysts: C=1C=CC(=CC1)[P](C=2C=CC=CC2)(C=3C=CC=CC3)[Pd]([P](C=4C=CC=CC4)(C=5C=CC=CC5)C=6C=CC=CC6)([P](C=7C=CC=CC7)(C=8C=CC=CC8)C=9C=CC=CC9)[P](C=1C=CC=CC1)(C=1C=CC=CC1)C=1C=CC=CC1 (Pd(Ph3P)4). Run in CO (MeOH). Run at temperature 120 celsius. The product is C1(CCCCC1)N(C(CCOCCC1=CC(=CC=C1)C=1N=C(N(C1)C)C)=O)CC(OC)OC (N-Cyclohexyl-N-(2,2-dimethoxyethyl)-3-(3-(1,2-dimethyl-1H-imidazol-4-yl)phenethoxy)propanamide). RXN SMILES: [CH:1]1([N:7]([CH2:30][CH:31]([O:34][CH3:35])[O:32][CH3:33])[C:8](=[O:29])[CH2:9][CH2:10][O:11][CH2:12][CH2:13][C:14]2[CH:19]=[CH:18][CH:17]=[C:16](B3OC(C)(C)C(C)(C)O3)[CH:15]=2)[CH2:6][CH2:5][CH2:4][CH2:3][CH2:2]1.C(=O)([O-])[O-].[K+].[K+].Br[C:43]1[N:44]=[C:45]([CH3:49])[N:46]([CH3:48])[CH:47]=1>CO.C1C=CC([P]([Pd]([P](C2C=CC=CC=2)(C2C=CC=CC=2)C2C=CC=CC=2)([P](C2C=CC=CC=2)(C2C=CC=CC=2)C2C=CC=CC=2)[P](C2C=CC=CC=2)(C2C=CC=CC=2)C2C=CC=CC=2)(C2C=CC=CC=2)C2C=CC=CC=2)=CC=1>[CH:1]1([N:7]([CH2:30][CH:31]([O:34][CH3:35])[O:32][CH3:33])[C:8](=[O:29])[CH2:9][CH2:10][O:11][CH2:12][CH2:13][C:14]2[CH:15]=[CH:16][CH:17]=[C:18]([C:43]3[N:44]=[C:45]([CH3:49])[N:46]([CH3:48])[CH:47]=3)[CH:19]=2)[CH2:6][CH2:5][CH2:4][CH2:3][CH2:2]1 |f:1.2.3,^1:55,57,76,95|. Procedure: N-Cyclohexyl-N-(2,2-dimethoxyethyl)-3-(3-(4,4,5,5-tetramethyl-1,3,2-dioxaborolan-2-yl)phenethoxy)propanamide [Example 34 Step i)] (360 mg), potassium carbonate (203 mg), Pd(Ph3P)4 (42.5 mg) and 4-bromo-1,2-dimethyl-1H-imidazole (193 mg) in MeOH (3 mL) was loaded into a microwave vial, flushed with nitrogen and sealed. The reaction mixture was heated within a Discover microwave at 120° C. for 20 min. After cooling, the mixture was filtered and the filtrate was washed with DCM. Volatiles removed a...